Dataset: the Open Reaction Database (ORD), a public repository of structured organic reaction records. Task: describe an organic reaction: reactants, conditions, products, and yield Starting materials: O1CCCC1 (tetrahydrofuran), C(CCC)[Li] (n-butyllithium), Cl (hydrochloric acid), B(OC)(OC)OC (trimethyl borate). The solvent is CCCCCC (hexane). Conditions: temperature -80 celsius, time 1 hour. Product: C1=C(C=CC=2OC3=C(C21)C=CC=C3)B(O)O (Dibenzofuran-2-boronic acid). The yield is 55.0%. Reaction SMILES: [O:1]1[CH2:5][CH2:4][CH2:3][CH2:2]1.[CH2:6]([Li])[CH2:7][CH2:8][CH3:9].[B:11]([O:16]C)(OC)[O:12]C.Cl>CCCCCC>[CH:6]1[C:3]2[C:4]3[CH:2]=[CH:3][CH:4]=[CH:5][C:5]=3[O:1][C:2]=2[CH:9]=[CH:8][C:7]=1[B:11]([OH:16])[OH:12]. Reported procedure: Into a 500-mL three-neck flask was put 5.0 g (17 mmol) of 2-iodedibenzofuran, and the air in the flask was replaced with nitrogen. Into this flask was added 150 mL of tetrahydrofuran (THF), and this solution was cooled to −80° C. Then, 13 mL (20 mmol) of n-butyllithium (a 1.6 mol/L hexane solution) was dripped into this solution with a syringe. After the dripping, this solution was stirred at the same temperature for 1 hour. After the solution was stirred, to this solution was added 2.8 mL (25 m... The reactants are O1CCCC1.C(C)(C)[N-]C(C)C.[Li+] (lithium diisopropylamide mono(tetrahydrofuran)), sol., C1CCCCC1 (cyclohexane), ClC1=NC2=C(C=CC=C2C=C1)OC (2-chloro-8-methoxyquinoline), CN(C)C=O (DMF). The solvent is C1CCOC1 (THF), C1CCOC1 (THF). Reaction conditions: time 40 minute. The product is ClC1=NC2=C(C=CC=C2C=C1C=O)OC (2-chloro-8-methoxyquinoline-3-carbaldehyde). Reaction SMILES: [O:1]1CCC[CH2:2]1.C([N-]C(C)C)(C)C.[Li+].C1CCCCC1.[Cl:20][C:21]1[CH:30]=[CH:29][C:28]2[C:23](=[C:24]([O:31][CH3:32])[CH:25]=[CH:26][CH:27]=2)[N:22]=1.CN(C=O)C>C1COCC1>[Cl:20][C:21]1[C:30]([CH:2]=[O:1])=[CH:29][C:28]2[C:23](=[C:24]([O:31][CH3:32])[CH:25]=[CH:26][CH:27]=2)[N:22]=1 |f:0.1.2|. Procedure: To a cooled solution of lithium diisopropylamide mono(tetrahydrofuran), 1.5 M sol. in cyclohexane (25.82 mL, 38.73 mmol) in 72 mL of THF at −75° C. was added a solution of 2-chloro-8-methoxyquinoline (5.0000 g, 25.82 mmol) in 26 mL of THF dropwise over 35 min (10:00 am˜10:35 am) with stirring and keeping the temperature below −65° C. After 40 min, to the cooled mixture was added DMF (2.999 mL, 38.73 mmol) dropwise and the mixture was stirred at −72° C. for 30 min. After 30 min, the reaction was ...